This data is from the Open Reaction Database (ORD), a public repository of structured organic reaction records. The task is: describe an organic reaction: reactants, conditions, products, and yield The reactants are C(C1=CC=CC=C1)N1CCC(CC1)(C)NC(=O)C1=C(N=C2N1C=CC=C2OCC2CCCCC2)C (N-(1-benzyl-4-methylpiperidin-4-yl)-8-(cyclohexylmethoxy)-2-methylimidazolo[1,2-a]pyridine-3-carboxamide), ClC(=O)OC(C)Cl (1-chloroethyl chloroformate), ClC(C)Cl (dichloroethane). Product: C1(CCCCC1)COC=1C=2N(C=CC1)C(=C(N2)C)C(=O)NC2(CCNCC2)C (8-(cyclohexylmethoxy)-2-methyl-N-(4-methylpiperidin-4-yl)imidazolo[1,2-a]pyridine-3-carboxamide). Isolated yield 45.7%. RXN SMILES: C([N:8]1[CH2:13][CH2:12][C:11]([NH:15][C:16]([C:18]2[N:22]3[CH:23]=[CH:24][CH:25]=[C:26]([O:27][CH2:28][CH:29]4[CH2:34][CH2:33][CH2:32][CH2:31][CH2:30]4)[C:21]3=[N:20][C:19]=2[CH3:35])=[O:17])([CH3:14])[CH2:10][CH2:9]1)C1C=CC=CC=1.ClC(OC(Cl)C)=O.ClC(Cl)C>>[CH:29]1([CH2:28][O:27][C:26]2[C:21]3[N:22]([C:18]([C:16]([NH:15][C:11]4([CH3:14])[CH2:10][CH2:9][NH:8][CH2:13][CH2:12]4)=[O:17])=[C:19]([CH3:35])[N:20]=3)[CH:23]=[CH:24][CH:25]=2)[CH2:30][CH2:31][CH2:32][CH2:33][CH2:34]1. Procedure: A mixture of 1.15 g of N-(1-benzyl-4-methylpiperidin-4-yl)-8-(cyclohexylmethoxy)-2-methylimidazolo[1,2-a]pyridine-3-carboxamide, 0.4 mL of 1-chloroethyl chloroformate, and 15 mL of dichloroethane was heated to reflux overnight. After leaving to be cooled at room temperature, the solvent was evaporated under reduced pressure, and to the residue was added 15 mL of methanol, followed by heating to reflux for 6 hours. After leaving to be cooled at room temperature, the solvent was evaporated under r...